describe an organic reaction: reactants, conditions, products, and yield From a dataset of the Open Reaction Database (ORD), a public repository of structured organic reaction records. Starting materials: O (water), C(#N)C1=C(C=CC=C1)O (2-Cyanophenol), BrC(C(=O)OC)C (Methyl (±)-2-bromopropionate), [H-].[Na+] (sodium hydride). Run in CN(C=O)C (N,N-dimethylformamide). Reaction conditions: time 1 hour. Yields the product COC(=O)C(C)OC1=C(C#N)C=CC=C1 (2-[1-(methoxycarbonyl)ethoxy]benzonitrile). Isolated yield 98.7%. As a reaction SMILES: [C:1]([C:3]1[CH:8]=[CH:7][CH:6]=[CH:5][C:4]=1[OH:9])#[N:2].[H-].[Na+].Br[CH:13]([CH3:18])[C:14]([O:16][CH3:17])=[O:15].O>CN(C)C=O>[CH3:17][O:16][C:14]([CH:13]([O:9][C:4]1[CH:5]=[CH:6][CH:7]=[CH:8][C:3]=1[C:1]#[N:2])[CH3:18])=[O:15] |f:1.2|. Reported procedure: 2-Cyanophenol (1.0 g, 8.39 mmol) was dissolved in N,N-dimethylformamide (5 ml), and 60% sodium hydride (0.40 g, 10 mmol) was added thereto under ice-cooling, followed by stirring for one hour. Methyl (±)-2-bromopropionate (1.03 ml, 9.23 mmol) was added to the mixture followed by stirring at room temperature for one night. After the reaction, water was added to the reaction mixture, and the mixture was extracted with ethyl acetate. The organic layer was dried, the drying agent was filtered off, a... The reactants are COC(N[C@H](C(=O)N1CC2(OCCO2)C[C@H]1C=1NC(=CN1)C1=CC=C(C=C1)C1=CC2=CC=C(C=C2C=C1)C1=CN=C(N1)[C@H]1N(CCC1)C([C@@H](C1=CC=CC=C1)NC(=O)OC)=O)C(C)C)=O ((S)-1-((S)-8-(5-(4-(6-(2-((S)-1-((R)-2-(methoxycarbonylamino)-2-phenylacetyl)pyrrolidin-2-yl)-1H-imidazol-5-yl)naphthalen-2-yl)phenyl)-1H-imidazol-2-yl)-1,4-dioxa-7-azaspiro[4.4]nonan-7-yl)-3-methyl-1-oxobutan-2-ylcarbamic acid methyl ester), FC1(C2=CC(=CC=C2C=2C=CC(=CC12)C=1C=CC2=C(NC(=N2)[C@H]2N(CC3(OCCO3)C2)C([C@H](C2CCOCC2)NC(OC)=O)=O)C1)C1=CN=C(N1)[C@H]1NCCC1)F (methyl (S)-2-((S)-8-(6-(9,9-difluoro-7-(2-((S)-pyrrolidin-2-yl)-1H-imidazol-5-yl)-9H-fluoren-2-yl)-1H-benzo[d]imidazol-2-yl)-1,4-dioxa-7-azaspiro[4.4]nonan-7-yl)-2-oxo-1-(tetrahydro-2H-pyran-4-yl)ethylcarbamate), Cl (HCl). The product is COC(N[C@H](C(=O)N1CC2(OCCO2)C[C@H]1C1=NC2=C(N1)C=C(C=C2)C2=CC=1C(C3=CC(=CC=C3C1C=C2)C2=CN=C(N2)[C@H]2N(CCC2)C([C@@H](C2=CC=CC=C2)NC(=O)OC)=O)(F)F)C2CCOCC2)=O ((S)-2-((S)-8-(6-(9,9-difluoro-7-(2-((S)-1-((R)-2-(methoxycarbonylamino)-2-phenylacetyl)pyrrolidin-2-yl)-1H-imidazol-5-yl)-9H-fluoren-2-yl)-1H-benzo[d]imidazol-2-yl)-1,4-dioxa-7-azaspiro[4.4]nonan-7-yl)-2-oxo-1-(tetrahydro-2H-pyran-4-yl)ethylcarbamic acid methyl ester). Reaction SMILES: COC(=O)N[C@@H](C(C)C)C(N1[C@H](C2NC(C3C=CC(C4C=CC5C(=CC=C(C6NC([C@@H]7CCCN7[C:48](=[O:61])[C@H:49]([NH:56][C:57]([O:59][CH3:60])=[O:58])[C:50]7[CH:55]=[CH:54][CH:53]=[CH:52][CH:51]=7)=NC=6)C=5)C=4)=CC=3)=CN=2)CC2(OCCO2)C1)=O.[F:66][C:67]1([F:122])[C:79]2[CH:78]=[C:77]([C:80]3[CH:81]=[CH:82][C:83]4[N:87]=[C:86]([C@@H:88]5[CH2:96][C:91]6([O:95][CH2:94][CH2:93][O:92]6)[CH2:90][N:89]5[C:97](=[O:110])[C@@H:98]([NH:105][C:106](=[O:109])[O:107][CH3:108])[CH:99]5[CH2:104][CH2:103][O:102][CH2:101][CH2:100]5)[NH:85][C:84]=4[CH:111]=3)[CH:76]=[CH:75][C:74]=2[C:73]2[C:68]1=[CH:69][C:70]([C:112]1[NH:116][C:115]([C@@H:117]3[CH2:121][CH2:120][CH2:119][NH:118]3)=[N:114][CH:113]=1)=[CH:71][CH:72]=2.Cl>>[CH3:108][O:107][C:106](=[O:109])[NH:105][C@@H:98]([CH:99]1[CH2:104][CH2:103][O:102][CH2:101][CH2:100]1)[C:97]([N:89]1[C@H:88]([C:86]2[NH:85][C:84]3[CH:111]=[C:80]([C:77]4[CH:76]=[CH:75][C:74]5[C:73]6[C:68](=[CH:69][C:70]([C:112]7[NH:116][C:115]([C@@H:117]8[CH2:121][CH2:120][CH2:119][N:118]8[C:48](=[O:61])[C@H:49]([NH:56][C:57]([O:59][CH3:60])=[O:58])[C:50]8[CH:55]=[CH:54][CH:53]=[CH:52][CH:51]=8)=[N:114][CH:113]=7)=[CH:71][CH:72]=6)[C:67]([F:66])([F:122])[C:79]=5[CH:78]=4)[CH:81]=[CH:82][C:83]=3[N:87]=2)[CH2:96][C:91]2([O:95][CH2:94][CH2:93][O:92]2)[CH2:90]1)=[O:110]. Procedure details: Title compound was prepared according to the method employed to prepare (S)-1-((S)-8-(5-(4-(6-(2-((S)-1-((R)-2-(methoxycarbonylamino)-2-phenylacetyl)pyrrolidin-2-yl)-1H-imidazol-5-yl)naphthalen-2-yl)phenyl)-1H-imidazol-2-yl)-1,4-dioxa-7-azaspiro[4.4]nonan-7-yl)-3-methyl-1-oxobutan-2-ylcarbamic acid methyl ester, except that methyl (S)-2-((S)-8-(6-(9,9-difluoro-7-(2-((S)-pyrrolidin-2-yl)-1H-imidazol-5-yl)-9H-fluoren-2-yl)-1H-benzo[d]imidazol-2-yl)-1,4-dioxa-7-azaspiro[4.4]nonan-7-yl)-2-oxo-1-(tet... Starting materials: ClC1=NC=C(C(=O)NC2=CC=C(C=C2)OC(F)(F)Cl)C=C1C1=CC=NN1 (6-chloro-N-(4-(chlorodifluoromethoxy)phenyl)-5-(1H-pyrazol-5-yl)nicotinamide), Cl.Cl.CO[C@H]1[C@@H](CNC1)N (trans-4-methoxypyrrolidin-3-amine dihydrochloride). Yields the product N[C@@H]1CN(C[C@H]1OC)C1=NC=C(C(=O)NC2=CC=C(C=C2)OC(F)(F)Cl)C=C1C1=CC=NN1 (6-(trans-3-Amino-4-methoxypyrrolidin-1-yl)-N-(4-(chlorodifluoromethoxy)phenyl)-5-(1H-pyrazol-5-yl)nicotinamide). Reaction SMILES: Cl[C:2]1[C:21]([C:22]2[NH:26][N:25]=[CH:24][CH:23]=2)=[CH:20][C:5]([C:6]([NH:8][C:9]2[CH:14]=[CH:13][C:12]([O:15][C:16]([Cl:19])([F:18])[F:17])=[CH:11][CH:10]=2)=[O:7])=[CH:4][N:3]=1.Cl.Cl.[CH3:29][O:30][C@@H:31]1[CH2:35][NH:34][CH2:33][C@H:32]1[NH2:36]>>[NH2:36][C@H:32]1[C@H:31]([O:30][CH3:29])[CH2:35][N:34]([C:2]2[C:21]([C:22]3[NH:26][N:25]=[CH:24][CH:23]=3)=[CH:20][C:5]([C:6]([NH:8][C:9]3[CH:14]=[CH:13][C:12]([O:15][C:16]([Cl:19])([F:18])[F:17])=[CH:11][CH:10]=3)=[O:7])=[CH:4][N:3]=2)[CH2:33]1 |f:1.2.3|. Procedure: The title compound was prepared in an analogous fashion to that described in Example 48 using 6-chloro-N-(4-(chlorodifluoromethoxy)phenyl)-5-(1H-pyrazol-5-yl)nicotinamide (Stage 48.1) and trans-4-methoxypyrrolidin-3-amine dihydrochloride (Stage 78.1) to afford a beige solid. HPLC (Condition 7) tR=5.797 min, UPLC-MS (Condition 3) tR=0.81 min, m/z=479.1 [M+H]+; 1H-NMR (400 MHz, DMSO-d6) δ ppm 2.86-2.98 (m, 1H) 3.06-3.19 (m, 1H) 3.21 (s, 3H) 3.25-3.43 (m, 2H) 3.43-3.59 (m, 2H) 6.32-6.46 (m, 1H) 7.3... Starting materials: CCOC(=O)C1(C(=O)OCC)CCOCC1, CN(C)C=O, [I-], [Li+], N#C[Na]. The product is CCOC(=O)C1CCOCC1. RXN SMILES: [CH2:1]([CH3:2])[O:3][C:4](=[O:5])[C:6]1([C:12]([O:13][CH2:14][CH3:15])=[O:16])[CH2:7][CH2:8][O:9][CH2:10][CH2:11]1.[CH3:22][N:23]([CH3:24])[CH:25]=[O:26].[I-:17].[Li+:18].[Na:19][C:20]#[N:21]>>[CH2:1]([CH3:2])[O:3][C:4](=[O:5])[CH:6]1[CH2:7][CH2:8][O:9][CH2:10][CH2:11]1.